describe an organic reaction: reactants, conditions, products, and yield From a dataset of the Open Reaction Database (ORD), a public repository of structured organic reaction records. Reactants: 21.9, FC1=CC=C(C=C1)C(N)C1=CC=C(C=C1)F (4-fluoro-α-(4-fluorophenyl)benzenemethanamine), C([O-])([O-])=O.[Na+].[Na+] (sodium carbonate), ClCC(=O)Cl (2-chloroacetyl chloride). The solvent is CC(C)=O (2-propanone). Conditions: time 2 hour. The product is 20.6, FC1=CC=C(C=C1)C(NC(CCl)=O)C1=CC=C(C=C1)F (N-[bis(4-fluorophenyl)-methyl]-2-chloroacetamide). Reaction SMILES: [F:1][C:2]1[CH:7]=[CH:6][C:5]([CH:8]([C:10]2[CH:15]=[CH:14][C:13]([F:16])=[CH:12][CH:11]=2)[NH2:9])=[CH:4][CH:3]=1.C(=O)([O-])[O-].[Na+].[Na+].[Cl:23][CH2:24][C:25](Cl)=[O:26]>CC(=O)C>[F:1][C:2]1[CH:7]=[CH:6][C:5]([CH:8]([C:10]2[CH:15]=[CH:14][C:13]([F:16])=[CH:12][CH:11]=2)[NH:9][C:25](=[O:26])[CH2:24][Cl:23])=[CH:4][CH:3]=1 |f:1.2.3|. Procedure: To a stirred solution of 21.9 parts of 4-fluoro-α-(4-fluorophenyl)benzenemethanamine in 160 parts of 2-propanone were added 11.66 parts of sodium carbonate. Then there were added dropwise 12.43 parts of 2-chloroacetyl chloride at a temperature below 30° C. (cooling in an ice-bath was necessary). Upon completion, stirring was continued first for one hour at room temperature and further for 2 hours at reflux. After cooling to room temperature, the sodium carbonate was filtered off and washed with ...